describe an organic reaction: reactants, conditions, products, and yield From a dataset of the Open Reaction Database (ORD), a public repository of structured organic reaction records. Reactants: C([O-])(O)=O.[Na+] (sodium bicarbonate), [Cl-].[Na+] (sodium chloride), C(C1=CC=CC=C1)OC(=O)N[C@H]1C(N[C@@H]1CCO)=O ((3R,4R)-3-benzyloxycarbonylamino-4-(2-hydroxyethyl)azetidin-2-one), COC(C)(C)OC (2,2-dimethoxypropane), B(F)(F)F.CCOCC (boron trifluoride etherate). Run in C(Cl)Cl (methylene chloride), C(Cl)Cl (methylene chloride). Reaction conditions: temperature 0 celsius, time 5 hour. Yields the product C(C1=CC=CC=C1)OC(=O)N[C@@H]1[C@H]2CCOC(N2C1=O)(C)C ((6R,7R)-7-benzyloxycarbonylamino-2,2-dimethyl-1-aza-3-oxabicyclo[4.2.0]octan-8-one). RXN SMILES: [CH2:1]([O:8][C:9]([NH:11][C@@H:12]1[C@@H:15]([CH2:16][CH2:17][OH:18])[NH:14][C:13]1=[O:19])=[O:10])[C:2]1[CH:7]=[CH:6][CH:5]=[CH:4][CH:3]=1.CO[C:22](OC)([CH3:24])[CH3:23].B(F)(F)F.CCOCC.C(=O)(O)[O-].[Na+].[Cl-].[Na+]>C(Cl)Cl>[CH2:1]([O:8][C:9]([NH:11][C@H:12]1[C:13](=[O:19])[N:14]2[C@@H:15]1[CH2:16][CH2:17][O:18][C:22]2([CH3:24])[CH3:23])=[O:10])[C:2]1[CH:3]=[CH:4][CH:5]=[CH:6][CH:7]=1 |f:2.3,4.5,6.7|. Procedure: To a suspension of (3R,4R)-3-benzyloxycarbonylamino-4-(2-hydroxyethyl)azetidin-2-one (735 mg) in methylene chloride (30 ml) were added 2,2-dimethoxypropane (0.513 ml) and boron trifluoride etherate (0.026 ml) at 0° C. The mixture was stirred for 10 minutes at 0° C. and for 5 hours at ambient temperature. The reaction mixture was poured into a mixture of methylene chloride (30 ml) and aqueous sodium bicarbonate and sodium chloride (1:1). The organic layer was separated and the aqueous layer was e... Starting materials: O=[O+][O-] (ozone), O=[O+][O-] (ozone), C(C=CC)C1C(C2=CC(=CC=C2C1)OCC(C)C)=O ((RS)-2-(2-buten-1-yl)-6-isobutoxy-1-indanone). Run in ClCCl (dichloromethane), CO (methanol). Reaction conditions: time 90 minute. The product is O=CCC1C(C2=CC(=CC=C2C1)OCC(C)C)=O ((RS)-2-(2-oxoethyl)-6-isobutoxy-1-indanone). Isolated yield 48.0%. Reaction SMILES: [O:1]=[O+][O-].[CH2:4]([CH:8]1[CH2:16][C:15]2[C:10](=[CH:11][C:12]([O:17][CH2:18][CH:19]([CH3:21])[CH3:20])=[CH:13][CH:14]=2)[C:9]1=[O:22])[CH:5]=CC>ClCCl.CO>[O:1]=[CH:5][CH2:4][CH:8]1[CH2:16][C:15]2[C:10](=[CH:11][C:12]([O:17][CH2:18][CH:19]([CH3:21])[CH3:20])=[CH:13][CH:14]=2)[C:9]1=[O:22]. Procedure: An ozone stream (2 g ozone/hour) was conducted for 90 minutes while stirring through a solution, cooled to -70°, of 5.1 g of (RS)-2-(2-buten-1-yl)-6-isobutoxy-1-indanone in 150 ml of anhydrous dichloromethane and 30 ml of anhydrous methanol. Subsequently, the mixture was flushed with oxygen for 5 minutes and with argon for 10 minutes. After the addition of 2.16 ml of dimethyl sulfide, the mixture was stirred at room temperature for 15 hours. The reaction mixture was evaporated in a vacuum, the r... The reactants are CC(C)(C)OC(=O)NC(CCCNC(=O)OCc1ccccc1)C(=O)NC(CCCNC(=O)OCc1ccccc1)C(=O)NCCNC(=O)OCc1ccccc1, Cl, C1COCCO1. Product: NC(CCCNC(=O)OCc1ccccc1)C(=O)NC(CCCNC(=O)OCc1ccccc1)C(=O)NCCNC(=O)OCc1ccccc1, Cl. As a reaction SMILES: [CH2:1]([c:2]1[cH:3][cH:4][cH:5][cH:6][cH:7]1)[O:8][C:9](=[O:10])[NH:11][CH2:12][CH2:13][CH2:14][CH:15]([NH:16][C:17]([O:18][C:19]([CH3:20])([CH3:21])[CH3:22])=[O:23])[C:24](=[O:25])[NH:26][CH:27]([CH2:28][CH2:29][CH2:30][NH:31][C:32](=[O:33])[O:34][CH2:35][c:36]1[cH:37][cH:38][cH:39][cH:40][cH:41]1)[C:42](=[O:43])[NH:44][CH2:45][CH2:46][NH:47][C:48](=[O:49])[O:50][CH2:51][c:52]1[cH:53][cH:54][cH:55][cH:56][cH:57]1.[ClH:58].[O:59]1[CH2:60][CH2:61][O:62][CH2:63][CH2:64]1>>[CH2:1]([c:2]1[cH:3][cH:4][cH:5][cH:6][cH:7]1)[O:8][C:9](=[O:10])[NH:11][CH2:12][CH2:13][CH2:14][CH:15]([NH2:16])[C:24](=[O:25])[NH:26][CH:27]([CH2:28][CH2:29][CH2:30][NH:31][C:32](=[O:33])[O:34][CH2:35][c:36]1[cH:37][cH:38][cH:39][cH:40][cH:41]1)[C:42](=[O:43])[NH:44][CH2:45][CH2:46][NH:47][C:48](=[O:49])[O:50][CH2:51][c:52]1[cH:53][cH:54][cH:55][cH:56][cH:57]1.[ClH:58]. Starting materials: CC(C)(C)N(C([O-])=O)[C@@H]1C[C@@H](N(C2=CC=C(C=C12)Br)C(C)=O)C (1,1-dimethylethyl[(2S,4R)-1-acetyl-6-bromo-2-methyl-1,2,3,4-tetrahydro-4-quinolinyl]carbamate), intermediate 82, C([O-])([O-])=O.[K+].[K+] (potassium carbonate), intermediate 50, CN(C(OCC1=CC=CC=C1)=O)CC1=CC=C(C=C1)B1OC(C(O1)(C)C)(C)C (phenylmethyl methyl{[4-(4,4,5,5-tetramethyl-1,3,2-dioxaborolan-2-yl)phenyl]methyl}carbamate), C(C)O (ethanol), C1(=CC=CC=C1)C (toluene). Reagents/catalysts: C=1C=CC(=CC1)[P](C=2C=CC=CC2)(C=3C=CC=CC3)[Pd]([P](C=4C=CC=CC4)(C=5C=CC=CC5)C=6C=CC=CC6)([P](C=7C=CC=CC7)(C=8C=CC=CC8)C=9C=CC=CC9)[P](C=1C=CC=CC1)(C=1C=CC=CC1)C=1C=CC=CC1 (tetrakis(triphenylphosphine)palladium(0)). Product: C1(=CC=CC=C1)COC(N(C)CC1=CC=C(C=C1)C=1C=C2[C@@H](C[C@@H](N(C2=CC1)C(C)=O)C)NC(=O)OC(C)(C)C)=O (phenylmethyl({4-[(2S,4R)-1-acetyl-4-({[(1,1-dimethylethyl)oxy]carbonyl}amino)-2-methyl-1,2,3,4-tetrahydro-6-quinolinyl]phenyl}methyl)methylcarbamate). Isolated yield 69.0%. As a reaction SMILES: CC([N:5]([C@H:9]1[C:18]2[C:13](=[CH:14][CH:15]=[C:16](Br)[CH:17]=2)[N:12]([C:20](=[O:22])[CH3:21])[C@@H:11]([CH3:23])[CH2:10]1)[C:6](=[O:8])[O-:7])(C)C.[CH3:24][N:25]([CH2:36][C:37]1[CH:42]=[CH:41][C:40](B2OC(C)(C)C(C)(C)O2)=[CH:39][CH:38]=1)[C:26](=[O:35])[O:27][CH2:28][C:29]1[CH:34]=[CH:33][CH:32]=[CH:31][CH:30]=1.C(=O)([O-])[O-].[K+].[K+].C(O)C.[C:61]1([CH3:67])[CH:66]=CC=C[CH:62]=1>C1C=CC([P]([Pd]([P](C2C=CC=CC=2)(C2C=CC=CC=2)C2C=CC=CC=2)([P](C2C=CC=CC=2)(C2C=CC=CC=2)C2C=CC=CC=2)[P](C2C=CC=CC=2)(C2C=CC=CC=2)C2C=CC=CC=2)(C2C=CC=CC=2)C2C=CC=CC=2)=CC=1>[C:29]1([CH2:28][O:27][C:26](=[O:35])[N:25]([CH2:36][C:37]2[CH:42]=[CH:41][C:40]([C:16]3[CH:17]=[C:18]4[C:13](=[CH:14][CH:15]=3)[N:12]([C:20](=[O:22])[CH3:21])[C@@H:11]([CH3:23])[CH2:10][C@H:9]4[NH:5][C:6]([O:7][C:61]([CH3:67])([CH3:66])[CH3:62])=[O:8])=[CH:39][CH:38]=2)[CH3:24])[CH:30]=[CH:31][CH:32]=[CH:33][CH:34]=1 |f:2.3.4,^1:71,73,92,111|. Reported procedure: A flask was charged with 1,1-dimethylethyl[(2S,4R)-1-acetyl-6-bromo-2-methyl-1,2,3,4-tetrahydro-4-quinolinyl]carbamate (for a preparation see intermediate 50) (1 g, 2.61 mmol), phenylmethyl methyl{[4-(4,4,5,5-tetramethyl-1,3,2-dioxaborolan-2-yl)phenyl]methyl}carbamate (for a preparation see intermediate 82) (1.194 g, 3.13 mmol), tetrakis(triphenylphosphine)palladium(0) (0.151 g, 0.130 mmol) and potassium carbonate (0.541 g, 3.91 mmol) then filled with ethanol (10 mL) and toluene (10 mL). The res...